From a dataset of the Open Reaction Database (ORD), a public repository of structured organic reaction records. describe an organic reaction: reactants, conditions, products, and yield Starting materials: C[O-].[Na+] (sodium methylate), [BH4-].[Na+] (sodium borohydride), C1(=C(C(=C(C(=C1F)F)F)N)F)N.Cl.Cl (dihydrochloride), CC(C)(C)C1=NC2=CC=CC=C2C(=C1)C(CCC1CCNCC1)=O (1-[2-(1,1-dimethyl-ethyl)-4-quinolyl]-3-(4-piperidyl)-1-propanone). The solvent is CO (methanol). Yields the product CC(C)(C)C1=NC2=CC=CC=C2C(=C1)C(CCC1CCNCC1)O (1-[2-(1,1-dimethyl-ethyl)-4-quinolyl]-3-(4-piperidyl)-1-propanol), C1(=C(C(=C(C(=C1F)F)F)N)F)N.Cl.Cl (dihydrochloride). Reaction SMILES: [C:1]1([NH2:12])[C:6]([F:7])=[C:5]([F:8])[C:4]([F:9])=[C:3]([NH2:10])[C:2]=1[F:11].[ClH:13].Cl.[CH3:15][C:16]([C:19]1[CH:28]=[C:27]([C:29](=[O:38])[CH2:30][CH2:31][CH:32]2[CH2:37][CH2:36][NH:35][CH2:34][CH2:33]2)[C:26]2[C:21](=[CH:22][CH:23]=[CH:24][CH:25]=2)[N:20]=1)([CH3:18])[CH3:17].C[O-].[Na+].[BH4-].[Na+]>CO>[CH3:18][C:16]([C:19]1[CH:28]=[C:27]([CH:29]([OH:38])[CH2:30][CH2:31][CH:32]2[CH2:33][CH2:34][NH:35][CH2:36][CH2:37]2)[C:26]2[C:21](=[CH:22][CH:23]=[CH:24][CH:25]=2)[N:20]=1)([CH3:15])[CH3:17].[C:1]1([NH2:12])[C:6]([F:7])=[C:5]([F:8])[C:4]([F:9])=[C:3]([NH2:10])[C:2]=1[F:11].[ClH:13].[ClH:13] |f:0.1.2,4.5,6.7,10.11.12|. Procedure details: The operation was as in Example 5, starting from 14 g of the dihydrochloride of 1-[2-(1,1-dimethyl-ethyl)-4-quinolyl]-3-(4-piperidyl)-1-propanone, 4.15 g of sodium methylate and 1.8 g of sodium borohydride in 150 ml of methanol. 4.1 g were finally obtained of 1-[2-(1,1-dimethyl-ethyl)-4-quinolyl]-3-(4-piperidyl)-1-propanol (racemic), in the form of the dihydrochloride melting at 219° C. Reactants: C(N)(=N)C1=CC=C(C(=O)NCCC2=CC=C(C(CC(=O)OC)C)C=C2)C=C1 (methyl rac-p-[2-(p-amidinobenzamido)ethyl]-β-methylhydrocinnamate). Run in CO (methanol). Conditions: time 8 hour. Yields the product C(N)(=N)C1=CC=C(C(=O)NCCC2=CC=C(C(CC(=O)O)C)C=C2)C=C1 (rac-p-[2-(p-amidinobenzamido)ethyl]-β-methylhydrocinnamic acid). RXN SMILES: [C:1]([C:4]1[CH:27]=[CH:26][C:7]([C:8]([NH:10][CH2:11][CH2:12][C:13]2[CH:25]=[CH:24][C:16]([CH:17]([CH3:23])[CH2:18][C:19]([O:21]C)=[O:20])=[CH:15][CH:14]=2)=[O:9])=[CH:6][CH:5]=1)(=[NH:3])[NH2:2]>CO>[C:1]([C:4]1[CH:5]=[CH:6][C:7]([C:8]([NH:10][CH2:11][CH2:12][C:13]2[CH:14]=[CH:15][C:16]([CH:17]([CH3:23])[CH2:18][C:19]([OH:21])=[O:20])=[CH:24][CH:25]=2)=[O:9])=[CH:26][CH:27]=1)(=[NH:2])[NH2:3]. Procedure: 113 mg of methyl rac-p-[2-(p-amidinobenzamido)ethyl]-β-methylhydrocinnamate were dissolved in methanol/2N sodium hydroxide solution and stored at room temperature overnight. The residue after removal of the solvent was dissolved in hot methanol, and ether was added. The crystals precipitated were filtered off with suction and dried over high vacuum, resulting in 52 mg of the sodium salt of rac-p-[2-(p-amidinobenzamido)ethyl]-β-methylhydrocinnamic acid. The melting point in dimethyl formamide was... Starting materials: C([O-])([O-])=O.[K+].[K+] (potassium carbonate), C(C1=CC=CC=C1)Br (benzyl bromide), BrC1=C(C=C(C=C1)F)O (2-bromo-5-fluorophenol). Run in CC(=O)C (acetone). Run at temperature 25 celsius. Product: C(C1=CC=CC=C1)OC1=CC=CC(=C1)F (2-benzyloxy-4-fluorobenzene). As a reaction SMILES: Br[C:2]1[CH:7]=[CH:6][C:5]([F:8])=[CH:4][C:3]=1[OH:9].C(=O)([O-])[O-].[K+].[K+].[CH2:16](Br)[C:17]1[CH:22]=[CH:21][CH:20]=[CH:19][CH:18]=1>CC(C)=O>[CH2:16]([O:9][C:3]1[CH:4]=[C:5]([F:8])[CH:6]=[CH:7][CH:2]=1)[C:17]1[CH:22]=[CH:21][CH:20]=[CH:19][CH:18]=1 |f:1.2.3|. Reported procedure: To a solution containing 2-bromo-5-fluorophenol (50 g, 0.26 mol) in 500 mL acetone was added potassium carbonate (54.2 g, 0.39 mmol) and benzyl bromide (34.3 mL, 0.288 mol). The reaction was heated at reflux under an argon atmosphere for 2 h and then allowed to cool to 25° C. The acetone was removed under reduced pressure and the residue was taken up in ether (400 mL). The organic layer was washed with water (5×100 mL) and brine (1×100 mL) and then dried (MgSO4). The solution was then concentrat... Reactants: N, C([BH2-])#N.[Na+], C1CN(C[C@@H](C1=O)O)S(=O)(=O)C. Reagents/catalysts: c1ccc(cc1)-c2c3ccccc3cc4ccccc24 (9-Phenylanthracene). Reaction conditions: temperature 25 celsius, time 18 hour. Yields the product CS(=O)(=O)N1CC[C@@H](N)[C@H](O)C1. RXN SMILES: [Na+].[BH3-]C#[N:1].N.[CH3:2][S:3]([N:6]1[CH2:12][C@H:10]([OH:11])[C:9](=O)[CH2:8][CH2:7]1)(=[O:5])=[O:4]>>[CH3:2][S:3]([N:6]1[CH2:12][C@@H:10]([OH:11])[C@H:9]([NH2:1])[CH2:8][CH2:7]1)(=[O:5])=[O:4]. Starting materials: CS(=O)(=O)Nc1cccc(CC(=O)O)c1, NCC1CN(Cc2ccc(Cl)s2)CCO1. The product is CS(=O)(=O)Nc1cccc(CC(=O)NCC2CN(Cc3ccc(Cl)s3)CCO2)c1. As a reaction SMILES: [CH3:16][S:17](=[O:18])(=[O:19])[NH:20][c:21]1[cH:22][c:23]([CH2:27][C:28](=[O:29])[OH:30])[cH:24][cH:25][cH:26]1.[Cl:1][c:2]1[cH:3][cH:4][c:5]([CH2:7][N:8]2[CH2:9][CH:10]([CH2:14][NH2:15])[O:11][CH2:12][CH2:13]2)[s:6]1>>[Cl:1][c:2]1[cH:3][cH:4][c:5]([CH2:7][N:8]2[CH2:9][CH:10]([CH2:14][NH:15][C:28]([CH2:27][c:23]3[cH:22][c:21]([NH:20][S:17]([CH3:16])(=[O:18])=[O:19])[cH:26][cH:25][cH:24]3)=[O:29])[O:11][CH2:12][CH2:13]2)[s:6]1. Reactants: C1CCOC1, CC(=O)Oc1ccc([N+](=O)[O-])cc1C(=O)Nc1ccc(Nc2ccc(Cl)cc2)c(Cl)c1, [Li+], [OH-], O, O. Product: O=C(Nc1ccc(Nc2ccc(Cl)cc2)c(Cl)c1)c1cc([N+](=O)[O-])ccc1O. As a reaction SMILES: [CH2:35]1[O:36][CH2:37][CH2:38][CH2:39]1.[Cl:1][c:2]1[cH:3][c:4]([NH:16][C:17]([c:18]2[c:19]([O:27][C:28](=[O:29])[CH3:30])[cH:20][cH:21][c:22]([N+:24](=[O:25])[O-:26])[cH:23]2)=[O:31])[cH:5][cH:6][c:7]1[NH:8][c:9]1[cH:10][cH:11][c:12]([Cl:15])[cH:13][cH:14]1.[Li+:33].[OH-:32].[OH2:34].[OH2:40]>>[Cl:1][c:2]1[cH:3][c:4]([NH:16][C:17]([c:18]2[c:19]([OH:27])[cH:20][cH:21][c:22]([N+:24](=[O:25])[O-:26])[cH:23]2)=[O:31])[cH:5][cH:6][c:7]1[NH:8][c:9]1[cH:10][cH:11][c:12]([Cl:15])[cH:13][cH:14]1. The reactants are C(C)OC(CC(CC(=O)OCC)(C1=CC(=C(C=C1)OC)OC)C#N)=O (3-cyano-3-(3,4-dimethoxy-phenyl)-pentanedioic acid diethyl ester), [BH4-].[Na+] (sodium borohydride). The reagents and catalysts are O.O.O.O.O.O.[Co](Cl)Cl (cobalt (II) chloride hexahydrate). Run in CO (methanol). Product: C(C)OC(CC1(CNC(C1)=O)C1=CC(=C(C=C1)OC)OC)=O ([3-(3,4-dimethoxy-phenyl)-5-oxo-pyrrolidin-3-yl]-acetic acid ethyl ester). Reaction SMILES: [CH2:1]([O:3][C:4](=[O:25])[CH2:5][C:6]([C:23]#[N:24])([C:13]1[CH:18]=[CH:17][C:16]([O:19][CH3:20])=[C:15]([O:21][CH3:22])[CH:14]=1)[CH2:7][C:8](OCC)=[O:9])[CH3:2].[BH4-].[Na+]>O.O.O.O.O.O.[Co](Cl)Cl.CO>[CH2:1]([O:3][C:4](=[O:25])[CH2:5][C:6]1([C:13]2[CH:18]=[CH:17][C:16]([O:19][CH3:20])=[C:15]([O:21][CH3:22])[CH:14]=2)[CH2:7][C:8](=[O:9])[NH:24][CH2:23]1)[CH3:2] |f:1.2,3.4.5.6.7.8.9|. Procedure: Combined 3-cyano-3-(3,4-dimethoxy-phenyl)-pentanedioic acid diethyl ester (16.8 g, 48.0 mmol), methanol (300 mL) and cobalt (II) chloride hexahydrate (22.8 g, 96.0 mmol). Cooled until the internal temperature reached 10° C. Added portionwise so as to maintain the reaction temperature below 20° C., sodium borohydride (44.2 g, 1.17 mol). After addition was complete, the reaction mixture was allowed to warm to ambient temperature and stirred over the weekend. Concentrated in vacuo to obtain a resid...